This data is from the Open Reaction Database (ORD), a public repository of structured organic reaction records. The task is: describe an organic reaction: reactants, conditions, products, and yield Reactants: C1(CC1)NC(=O)C=1C=CC(=C(C1)C1=CC=C(C=C1)C(=O)NNC(=O)OC(C)(C)C)C (tert-butyl 2-({5′-[(cyclopropylamino)carbonyl]-2′-methyl-1,1′-biphenyl-4-yl}carbonyl)hydrazinecarboxylate), C1(CC1)NC(=O)C=1C=CC(=C(C1)C1=CC=C(C=C1)C(=O)NNC(=O)OC(C)(C)C)C (tert-butyl 2-({5′-[(cyclopropylamino)carbonyl]-2′-methyl-1,1′-biphenyl-4-yl}carbonyl)hydrazinecarboxylate). Solvent: Cl (hydrogen chloride). The product is C1(CC1)NC(=O)C=1C=C(C(=CC1)C)C1=CC=C(C=C1)C(=O)NN (N-cyclopropyl-4′-(hydrazinocarbonyl)-6-methyl-1,1′-biphenyl-3-carboxamide). As a reaction SMILES: [CH:1]1([NH:4][C:5]([C:7]2[CH:8]=[CH:9][C:10]([CH3:30])=[C:11]([C:13]3[CH:18]=[CH:17][C:16]([C:19]([NH:21][NH:22]C(OC(C)(C)C)=O)=[O:20])=[CH:15][CH:14]=3)[CH:12]=2)=[O:6])[CH2:3][CH2:2]1>Cl>[CH:1]1([NH:4][C:5]([C:7]2[CH:12]=[C:11]([C:13]3[CH:18]=[CH:17][C:16]([C:19]([NH:21][NH2:22])=[O:20])=[CH:15][CH:14]=3)[C:10]([CH3:30])=[CH:9][CH:8]=2)=[O:6])[CH2:3][CH2:2]1. Procedure: A solution of tert-butyl 2-({5′-[(cyclopropylamino)carbonyl]-2′-methyl-1,1′-biphenyl-4-yl}carbonyl)hydrazinecarboxylate (Intermediate 41) (2.37 g) in hydrogen chloride (4.0M solution in dioxane, 20 ml) was stirred at room temperature under nitrogen for 6 hours. The solvent was evaporated under vacuum, the residue was dissolved in water, basified with sodium hydroxide solution (2N) and extracted with ethyl acetate. The organic phase was dried (magnesium sulphate) and the solvent removed under vac... The reactants are Br, O=C([O-])O, COc1ccc(-c2cccnc2)c([N+](=O)[O-])c1, [Na+], [Na+], [OH-]. The product is O=[N+]([O-])c1cc(O)ccc1-c1cccnc1. Reaction SMILES: [BrH:25].[C:20](=[O:21])([O-:22])[OH:23].[CH3:1][O:2][c:3]1[cH:4][c:5]([N+:15](=[O:16])[O-:17])[c:6](-[c:9]2[cH:10][n:11][cH:12][cH:13][cH:14]2)[cH:7][cH:8]1.[Na+:19].[Na+:24].[OH-:18]>>[OH:2][c:3]1[cH:4][c:5]([N+:15](=[O:16])[O-:17])[c:6](-[c:9]2[cH:10][n:11][cH:12][cH:13][cH:14]2)[cH:7][cH:8]1. Reactants: Nc1ccc(N2CC3CC3C2)nc1, O=C(O)c1cc2cc(F)cnc2n1Cc1cccc(F)c1. Yields the product O=C(Nc1ccc(N2CC3CC3C2)nc1)c1cc2cc(F)cnc2n1Cc1cccc(F)c1. Reaction SMILES: [CH:22]12[CH2:23][N:24]([c:28]3[cH:29][cH:30][c:31]([NH2:34])[cH:32][n:33]3)[CH2:25][CH:26]1[CH2:27]2.[F:1][c:2]1[cH:3][c:4]2[c:5]([n:6][cH:7]1)[n:8]([CH2:14][c:15]1[cH:16][c:17]([F:21])[cH:18][cH:19][cH:20]1)[c:9]([C:11](=[O:12])[OH:13])[cH:10]2>>[F:1][c:2]1[cH:3][c:4]2[c:5]([n:6][cH:7]1)[n:8]([CH2:14][c:15]1[cH:16][c:17]([F:21])[cH:18][cH:19][cH:20]1)[c:9]([C:11](=[O:13])[NH:34][c:31]1[cH:30][cH:29][c:28]([N:24]3[CH2:23][CH:22]4[CH:26]([CH2:25]3)[CH2:27]4)[n:33][cH:32]1)[cH:10]2. Starting materials: NC1=C(C=C(C=C1)CC(=O)OC)Cl (methyl 4-amino-3-chlorophenylacetate), ClC1=C(C=CC=C1)N=C=O (2-chlorophenyl isocyanate), ClC1=C(C=CC=C1)N=C=O (2-chlorophenyl isocyanate). Run in C1CCOC1 (THF). Reaction conditions: time 1 day. Product: ClC=1C=C(C=CC1NC(=O)NC1=C(C=CC=C1)Cl)CC(=O)OC (methyl 3-chloro-4-[N′-(2-chlorophenyl) ureido]phenylacetate). Yield: 76.3%. Reaction SMILES: [NH2:1][C:2]1[CH:7]=[CH:6][C:5]([CH2:8][C:9]([O:11][CH3:12])=[O:10])=[CH:4][C:3]=1[Cl:13].[Cl:14][C:15]1[CH:20]=[CH:19][CH:18]=[CH:17][C:16]=1[N:21]=[C:22]=[O:23]>C1COCC1>[Cl:13][C:3]1[CH:4]=[C:5]([CH2:8][C:9]([O:11][CH3:12])=[O:10])[CH:6]=[CH:7][C:2]=1[NH:1][C:22]([NH:21][C:16]1[CH:17]=[CH:18][CH:19]=[CH:20][C:15]=1[Cl:14])=[O:23]. Reported procedure: To a mixture of methyl 4-amino-3-chlorophenylacetate (1.00 g, 5.01 mmol) and 2-chlorophenyl isocyanate (0.60 ml, 5.01 mmol) in THF (20 ml) was added Et3 N (0.14 ml, 1.00 mmol) at room temperature. After 1 day stirring, 2-chlorophenyl isocyanate (0.60 ml, 5.01 mmol) was added to the reaction mixture and stirred 17 h. The reaction mixture was concentrated in vacuo. The residue was triturated by the addition of n-hexane to give methyl 3-chloro-4-[N′-(2-chlorophenyl) ureido]phenylacetate (1.35 g, 76... The reactants are ClCCCC(C)=O (5-chloropentan-2-one), [OH-].[K+] (potassium hydroxide), BrBr (bromine), C1(=CC=CC=C1)S (thiophenol). The yield is 48.1%. The solvent is C(Cl)Cl (methylene chloride), CO (methanol), C(Cl)Cl (methylene chloride). Product: C1(=CC=CC=C1)SC1(CC1)C(=O)C (methyl 1-phenylmercaptocyclopropyl ketone). Run at time 1 hour. RXN SMILES: BrBr.Cl[CH2:4][CH2:5][CH2:6][C:7](=[O:9])[CH3:8].[C:10]1([SH:16])[CH:15]=[CH:14][CH:13]=[CH:12][CH:11]=1.[OH-].[K+]>C(Cl)Cl.CO>[C:10]1([S:16][C:6]2([C:7]([CH3:8])=[O:9])[CH2:4][CH2:5]2)[CH:15]=[CH:14][CH:13]=[CH:12][CH:11]=1 |f:3.4|. Procedure details: A solution of 134 g (0.83 mol) of bromine in 130 ml of methylene chloride is added dropwise with stirring at 10° C. to a solution of 100 g (0.83 mol) of 5-chloropentan-2-one in 400 ml of methylene chloride. The reaction mixture is stirred for 1 hour at room temperature, then washed with water and dilute, aqueous sodium carbonate solution and dried over sodium sulphate. The mixture is concentrated by removing the solvent under reduced pressure, and the residue is taken up in 200 ml of methanol an...